From a dataset of the Open Reaction Database (ORD), a public repository of structured organic reaction records. describe an organic reaction: reactants, conditions, products, and yield Run in CO.C(Cl)(Cl)Cl (methanol chloroform). Procedure: From 8.6 mmol of 4-[3-(2,3 -epoxypropoxy)phenyl]-2-pyrrolidone and 8.6 mmol of 1-phenylpiperazine (95% strength), 4-{3-[2-hydroxy-3-(4-phenylpiperazin-1-yl)propoxy]phenyl}-2-pyrrolidone, m.p. 82°-84°, is obtained analogously to Example 1 in a 77% yield (ether; after chromatography in methanol/chloroform 2:8). The product is O1C(COC=2C=C(C=CC2)C2CC(NC2)=O)C1 (4-[3-(2,3 -epoxypropoxy)phenyl]-2-pyrrolidone), C1(=CC=CC=C1)N1CCNCC1 (1-phenylpiperazine). Yield: 95.0%. As a reaction SMILES: [OH:1][CH:2]([CH2:17][N:18]1[CH2:23][CH2:22][N:21]([C:24]2[CH:29]=[CH:28][CH:27]=[CH:26][CH:25]=2)[CH2:20][CH2:19]1)[CH2:3][O:4][C:5]1[CH:6]=[C:7]([CH:11]2[CH2:15][NH:14][C:13](=[O:16])[CH2:12]2)[CH:8]=[CH:9][CH:10]=1.CCOCC>CO.C(Cl)(Cl)Cl>[O:1]1[CH2:17][CH:2]1[CH2:3][O:4][C:5]1[CH:6]=[C:7]([CH:11]2[CH2:15][NH:14][C:13](=[O:16])[CH2:12]2)[CH:8]=[CH:9][CH:10]=1.[C:24]1([N:21]2[CH2:22][CH2:23][NH:18][CH2:19][CH2:20]2)[CH:29]=[CH:28][CH:27]=[CH:26][CH:25]=1 |f:2.3|. The reactants are OC(COC=1C=C(C=CC1)C1CC(NC1)=O)CN1CCN(CC1)C1=CC=CC=C1 (4-{3-[2-hydroxy-3-(4-phenylpiperazin-1-yl)propoxy]phenyl}-2-pyrrolidone), CCOCC (ether). The reactants are CSC(=C[N+](=O)[O-])SC, Cc1cc2ccc(N)cc2o1, CCOC(C)=O, NC1CCCCN(CC(=O)N2CCCC2)C1=O. The product is Cc1cc2ccc(NC(=C[N+](=O)[O-])NC3CCCCN(CC(=O)N4CCCC4)C3=O)cc2o1. As a reaction SMILES: [CH3:12][S:13][C:14](=[CH:15][N+:16](=[O:17])[O-:18])[S:19][CH3:20].[CH3:1][c:2]1[o:3][c:4]2[c:5]([cH:6]1)[cH:7][cH:8][c:9]([NH2:11])[cH:10]2.[CH3:38][CH2:39][O:40][C:41](=[O:42])[CH3:43].[NH2:21][CH:22]1[C:23](=[O:37])[N:24]([CH2:29][C:30](=[O:31])[N:32]2[CH2:33][CH2:34][CH2:35][CH2:36]2)[CH2:25][CH2:26][CH2:27][CH2:28]1>>[CH3:1][c:2]1[o:3][c:4]2[c:5]([cH:6]1)[cH:7][cH:8][c:9]([NH:11][C:14](=[CH:15][N+:16](=[O:17])[O-:18])[NH:21][CH:22]1[C:23](=[O:37])[N:24]([CH2:29][C:30](=[O:31])[N:32]3[CH2:33][CH2:34][CH2:35][CH2:36]3)[CH2:25][CH2:26][CH2:27][CH2:28]1)[cH:10]2.